Dataset: the Open Reaction Database (ORD), a public repository of structured organic reaction records. Task: describe an organic reaction: reactants, conditions, products, and yield Yields the product Cc1nc2ccccc2nc1S(=O)Cc1ccccn1. RXN SMILES: [CH3:2][c:3]1[c:4]([S:13][CH2:14][c:15]2[n:16][cH:17][cH:18][cH:19][cH:20]2)[n:5][c:6]2[cH:7][cH:8][cH:9][cH:10][c:11]2[n:12]1.[CH3:41][OH:42].[CH:37]([Cl:38])([Cl:39])[Cl:40].[Cl:21][c:22]1[cH:23][cH:24][cH:25][c:26]([C:27]([O:28][OH:30])=[O:29])[cH:31]1.[ClH:1].[Na+:36].[O-:32][C:33]([OH:34])=[O:35]>>[CH3:2][c:3]1[c:4]([S:13]([CH2:14][c:15]2[n:16][cH:17][cH:18][cH:19][cH:20]2)=[O:29])[n:5][c:6]2[cH:7][cH:8][cH:9][cH:10][c:11]2[n:12]1. Starting materials: Cc1nc2ccccc2nc1SCc1ccccn1, CO, ClC(Cl)Cl, O=C(OO)c1cccc(Cl)c1, Cl, [Na+], O=C([O-])O. Reactants: FC=1C=C(C=C(C1F)F)B(O)O (3,4,5-trifluorophenylboronic acid), CC(C)(CO)CO (neopentylglycol). Yields the product CC1(COB(OC1)C1=CC(=C(C(=C1)F)F)F)C (5,5-Dimethyl-2-(3,4,5-trifluorophenyl)-[1,3,2]dioxaborinane). The yield is 34.0%. As a reaction SMILES: [F:1][C:2]1[CH:3]=[C:4]([B:10]([OH:12])[OH:11])[CH:5]=[C:6]([F:9])[C:7]=1[F:8].[CH3:13][C:14]([CH2:18]O)([CH2:16]O)[CH3:15]>>[CH3:13][C:14]1([CH3:18])[CH2:16][O:11][B:10]([C:4]2[CH:5]=[C:6]([F:9])[C:7]([F:8])=[C:2]([F:1])[CH:3]=2)[O:12][CH2:15]1. Reported procedure: The title compound (34%, yellow oil) was prepared from 3,4,5-trifluorophenylboronic acid and neopentylglycol. Starting materials: CCOC(=O)CC(=O)c1ccccc1, COC(C)(C)C, C1CCNCC1, CCCCCCCC=O. Yields the product CCCCCCCC=C(C(=O)OCC)C(=O)c1ccccc1. Reaction SMILES: [C:16]([c:17]1[cH:18][cH:19][cH:20][cH:21][cH:22]1)(=[O:23])[CH2:24][C:25](=[O:26])[O:27][CH2:28][CH3:29].[C:30]([O:31][CH3:32])([CH3:33])([CH3:34])[CH3:35].[CH2:1]1[CH2:2][CH2:3][NH:4][CH2:5][CH2:6]1.[CH:7]([CH2:8][CH2:9][CH2:10][CH2:11][CH2:12][CH2:13][CH3:14])=[O:15]>>[CH:7]([CH2:8][CH2:9][CH2:10][CH2:11][CH2:12][CH2:13][CH3:14])=[C:24]([C:16]([c:17]1[cH:18][cH:19][cH:20][cH:21][cH:22]1)=[O:23])[C:25](=[O:26])[O:27][CH2:28][CH3:29]. Starting materials: O=C1C(CCNC12CCCCC2)C(=O)OCC (ethyl 5-oxo-1-azaspiro[5.5]undecane-4-carboxylate), Cl (hydrochloric acid). Solvent: O (water). The product is N1CCCC(C12CCCCC2)=O (1-azaspiro[5.5]undecan-5-one). Reaction SMILES: [O:1]=[C:2]1[C:7]2([CH2:12][CH2:11][CH2:10][CH2:9][CH2:8]2)[NH:6][CH2:5][CH2:4][CH:3]1C(OCC)=O.Cl>O>[NH:6]1[C:7]2([CH2:12][CH2:11][CH2:10][CH2:9][CH2:8]2)[C:2](=[O:1])[CH2:3][CH2:4][CH2:5]1. Procedure: A mixture of ethyl 5-oxo-1-azaspiro[5.5]undecane-4-carboxylate (13.9 g, prepared in a similar manner to that described above), concentrated hydrochloric acid (50 ml) and water (50 ml) was heated at 90°-95° C. for 5 hours. The solvent was removed in vacuo, and the residue diluted with ice-water (50 ml) and basified by the addition of an excess of 5M aqueous sodium hydroxide solution. The product was extracted into ethyl acetate and the extracts were washed with brine, dried over magnesium sulphat... The reactants are [Li]CCCC, COC(=O)Cc1ccc(Cl)c(Cl)c1, CN1CCCN(C)C1=O, CC(C)NC(C)C, ICC1CCC2(C1)OCCCO2, C1CCOC1. The product is COC(=O)C(CC1CCC2(C1)OCCCO2)c1ccc(Cl)c(Cl)c1. RXN SMILES: [CH2:8]([Li:9])[CH2:10][CH2:11][CH3:12].[CH3:13][O:14][C:15]([CH2:16][c:17]1[cH:18][c:19]([Cl:24])[c:20]([Cl:23])[cH:21][cH:22]1)=[O:25].[CH3:43][N:44]1[CH2:45][CH2:46][CH2:47][N:48]([CH3:49])[C:50]1=[O:51].[CH:1]([NH:2][CH:3]([CH3:4])[CH3:5])([CH3:6])[CH3:7].[I:26][CH2:27][CH:28]1[CH2:29][C:30]2([CH2:31][CH2:32]1)[O:33][CH2:34][CH2:35][CH2:36][O:37]2.[O:38]1[CH2:39][CH2:40][CH2:41][CH2:42]1>>[CH3:13][O:14][C:15]([CH:16]([c:17]1[cH:18][c:19]([Cl:24])[c:20]([Cl:23])[cH:21][cH:22]1)[CH2:27][CH:28]1[CH2:29][C:30]2([CH2:31][CH2:32]1)[O:33][CH2:34][CH2:35][CH2:36][O:37]2)=[O:25]. The yield is 20.0%. The product is FC(CNC(=O)C=1N(N=C(C1)NCC=1C(=NOC1C)C1=CC=C(C=C1)F)C)(F)F (5-{[3-(4-Fluoro-phenyl)-5-methyl-isoxazol-4-ylmethyl]-amino}-2-methyl-2H-pyrazole-3-carboxylic acid (2,2,2-trifluoro-ethyl)-amide). Reported procedure: As described for example 144, 5-{[3-(4-fluoro-phenyl)-5-methyl-isoxazol-4-ylmethyl]-amino}-2-methyl-2H-pyrazole-3-carboxylic acid was converted, using 2,2,2-trifluoro-ethylamine instead of 2-hydroxy-2-methylpropylamine, to the title compound (22 mg, 20%) which was obtained as an off white solid. MS: m/e=412.4 [M+H]+. As a reaction SMILES: [F:1][C:2]1[CH:7]=[CH:6][C:5]([C:8]2[C:12]([CH2:13][NH:14][C:15]3[CH:16]=[C:17]([C:21](O)=[O:22])[N:18]([CH3:20])[N:19]=3)=[C:11]([CH3:24])[O:10][N:9]=2)=[CH:4][CH:3]=1.[F:25][C:26]([F:30])([F:29])[CH2:27][NH2:28]>>[F:25][C:26]([F:30])([F:29])[CH2:27][NH:28][C:21]([C:17]1[N:18]([CH3:20])[N:19]=[C:15]([NH:14][CH2:13][C:12]2[C:8]([C:5]3[CH:6]=[CH:7][C:2]([F:1])=[CH:3][CH:4]=3)=[N:9][O:10][C:11]=2[CH3:24])[CH:16]=1)=[O:22]. Starting materials: FC1=CC=C(C=C1)C1=NOC(=C1CNC=1C=C(N(N1)C)C(=O)O)C (5-{[3-(4-fluoro-phenyl)-5-methyl-isoxazol-4-ylmethyl]-amino}-2-methyl-2H-pyrazole-3-carboxylic acid), FC(CN)(F)F (2,2,2-trifluoro-ethylamine).